From a dataset of the Open Reaction Database (ORD), a public repository of structured organic reaction records. describe an organic reaction: reactants, conditions, products, and yield Reactants: ClC1=CC2=C(NC(C3=C(N2)C=CC=C3)=O)C=C1 (7-chloro-5,10-dihydro-11H-dibenzo[b,e]-[1,4]diazepin-11-one), P12(=S)SP3(=S)SP(=S)(S1)SP(=S)(S2)S3 (phosphorus pentasulfide). The solvent is N1=CC=CC=C1 (pyridine). Run at time 1 hour. The product is ClC1=CC2=C(NC(C3=C(N2)C=CC=C3)=S)C=C1 (7-chloro-5,10-dihydro-11H-dibenzo[b,e][1,4]diazepine-11-thione). As a reaction SMILES: [Cl:1][C:2]1[CH:17]=[CH:16][C:5]2[NH:6][C:7](=O)[C:8]3[CH:14]=[CH:13][CH:12]=[CH:11][C:9]=3[NH:10][C:4]=2[CH:3]=1.P12(SP3(SP(SP(S3)(S1)=S)(=S)S2)=S)=[S:19]>N1C=CC=CC=1>[Cl:1][C:2]1[CH:17]=[CH:16][C:5]2[NH:6][C:7](=[S:19])[C:8]3[CH:14]=[CH:13][CH:12]=[CH:11][C:9]=3[NH:10][C:4]=2[CH:3]=1. Reported procedure: A mixture of 7-chloro-5,10-dihydro-11H-dibenzo[b,e]-[1,4]diazepin-11-one (30.5 g., 0.125 mole), phosphorus pentasulfide (27.8 g., 0.131 mole) and one l. of pyridine is heated at reflux temperature for 4 hours and the pyridine is evaporated in vacuo. The residue is stirred for 1 hour with one l. each of saturated aqueous sodium bicarbonate and methylene chloride and filtered to remove some solid product. The organic layer of the filtrate is washed successively with sodium bicarbonate solution and... The reactants are CC#N, CC#N, CC(C)CC(O)C(=O)N1CCN(c2cccc(Cl)c2)CC1, CC1(C)OB(c2ccccc2C(F)F)OC1(C)C, [K+], [K+], O=C([O-])[O-], O, O, c1ccc(P(c2ccccc2)(c2ccccc2)[Pd](P(c2ccccc2)(c2ccccc2)c2ccccc2)(P(c2ccccc2)(c2ccccc2)c2ccccc2)P(c2ccccc2)(c2ccccc2)c2ccccc2)cc1. Product: CC(C)CC(O)C(=O)N1CCN(c2cccc(-c3ccccc3C(F)F)c2)CC1. RXN SMILES: [CH3:123][C:124]#[N:125].[CH3:126][C:127]#[N:128].[Cl:19][c:20]1[cH:21][c:22]([N:26]2[CH2:27][CH2:28][N:29]([C:32]([CH:33]([CH2:34][CH:35]([CH3:36])[CH3:37])[OH:38])=[O:39])[CH2:30][CH2:31]2)[cH:23][cH:24][cH:25]1.[F:1][CH:2]([c:3]1[c:4]([B:9]2[O:10][C:11]([CH3:12])([CH3:13])[C:14]([CH3:15])([CH3:16])[O:17]2)[cH:5][cH:6][cH:7][cH:8]1)[F:18].[K+:40].[K+:41].[O-:42][C:43]([O-:44])=[O:45].[OH2:129].[OH2:130].[cH:46]1[cH:47][cH:48][c:49]([P:50]([Pd:51]([P:52]([c:53]2[cH:54][cH:55][cH:56][cH:57][cH:58]2)([c:59]2[cH:60][cH:61][cH:62][cH:63][cH:64]2)[c:65]2[cH:66][cH:67][cH:68][cH:69][cH:70]2)([P:71]([c:72]2[cH:73][cH:74][cH:75][cH:76][cH:77]2)([c:78]2[cH:79][cH:80][cH:81][cH:82][cH:83]2)[c:84]2[cH:85][cH:86][cH:87][cH:88][cH:89]2)[P:90]([c:91]2[cH:92][cH:93][cH:94][cH:95][cH:96]2)([c:97]2[cH:98][cH:99][cH:100][cH:101][cH:102]2)[c:103]2[cH:104][cH:105][cH:106][cH:107][cH:108]2)([c:109]2[cH:110][cH:111][cH:112][cH:113][cH:114]2)[c:115]2[cH:116][cH:117][cH:118][cH:119][cH:120]2)[cH:121][cH:122]1>>[F:1][CH:2]([c:3]1[c:4](-[c:20]2[cH:21][c:22]([N:26]3[CH2:27][CH2:28][N:29]([C:32]([CH:33]([CH2:34][CH:35]([CH3:36])[CH3:37])[OH:38])=[O:39])[CH2:30][CH2:31]3)[cH:23][cH:24][cH:25]2)[cH:5][cH:6][cH:7][cH:8]1)[F:18]. Starting materials: BrN1C(CCC1=O)=O (N-bromosuccinimide), CC1=CC=C(C=C1)S(=O)(=O)Cl (4-methylbenzenesulphonyl chloride), N(=NC(C#N)(C)C)C(C#N)(C)C (azobisisobutyronitrile). The solvent is C(Cl)(Cl)(Cl)Cl (carbon tetrachloride). Product: BrCC1=CC=C(C=C1)S(=O)(=O)Cl (4-(Bromomethyl)benzenesulphonyl chloride). RXN SMILES: [CH3:1][C:2]1[CH:7]=[CH:6][C:5]([S:8]([Cl:11])(=[O:10])=[O:9])=[CH:4][CH:3]=1.[Br:12]N1C(=O)CCC1=O.N(C(C)(C)C#N)=NC(C)(C)C#N>C(Cl)(Cl)(Cl)Cl>[Br:12][CH2:1][C:2]1[CH:7]=[CH:6][C:5]([S:8]([Cl:11])(=[O:10])=[O:9])=[CH:4][CH:3]=1. Procedure: 38.1 g (0.2 mol) of 4-methylbenzenesulphonyl chloride are dissolved in 300 ml of carbon tetrachloride, 35.6 g (0.2 mol) of N-bromosuccinimide are added and, after addition of 0.2 g (1.2 mmol) of azobisisobutyronitrile (ABU), the mixture is heated under reflux for 4 hours. After cooling, the solids are filtered off and the filtrate is freed from the solvent. Flash chromatography (petroleum ether/toluene 4:1, 50 μm particle size) and subsequent recrystallisation from 100 ml of cyclohexane gives 24... Starting materials: BrCCCBr, O=C([O-])[O-], CCCc1c(O)ccc2c(CC(C)(C)C)noc12, [Cs+], [Cs+], CN(C)C=O. Product: CCCc1c(OCCCBr)ccc2c(CC(C)(C)C)noc12. RXN SMILES: [Br:19][CH2:20][CH2:21][CH2:22][Br:23].[C:24](=[O:25])([O-:26])[O-:27].[CH3:1][C:2]([CH2:3][c:4]1[n:5][o:6][c:7]2[c:8]1[cH:9][cH:10][c:11]([OH:16])[c:12]2[CH2:13][CH2:14][CH3:15])([CH3:17])[CH3:18].[Cs+:28].[Cs+:29].[O:30]=[CH:31][N:32]([CH3:33])[CH3:34]>>[CH3:1][C:2]([CH2:3][c:4]1[n:5][o:6][c:7]2[c:8]1[cH:9][cH:10][c:11]([O:16][CH2:22][CH2:21][CH2:20][Br:19])[c:12]2[CH2:13][CH2:14][CH3:15])([CH3:17])[CH3:18]. Starting materials: C(CCCCCCCCCCCCCCC)OCC=O ((hexadecyloxy) acetaldehyde), [Mg] (magnesium), Cl (hydrochloric acid), [Mg] (magnesium), C(=C)Br (vinyl bromide). Reagents/catalysts: BrC(C)Br (dibromoethane). The solvent is CCOCC (ether), O1CCCC1 (tetrahydrofuran), O1CCCC1 (tetrahydrofuran), O1CCCC1 (tetrahydrofuran). Conditions: temperature 0 celsius. Product: C(CCCCCCCCCCCCCCC)OCC(C=C)O (1-(Hexadecyloxy)-3-buten-2-ol). Isolated yield 41.5%. As a reaction SMILES: [Mg].[CH:2](Br)=[CH2:3].[CH2:5]([O:21][CH2:22][CH:23]=[O:24])[CH2:6][CH2:7][CH2:8][CH2:9][CH2:10][CH2:11][CH2:12][CH2:13][CH2:14][CH2:15][CH2:16][CH2:17][CH2:18][CH2:19][CH3:20].Cl>O1CCCC1.BrC(Br)C.CCOCC>[CH2:5]([O:21][CH2:22][CH:23]([OH:24])[CH:2]=[CH2:3])[CH2:6][CH2:7][CH2:8][CH2:9][CH2:10][CH2:11][CH2:12][CH2:13][CH2:14][CH2:15][CH2:16][CH2:17][CH2:18][CH2:19][CH3:20]. Procedure: To a stirring mixture of 5.67 g of magnesium in 25 ml of tetrahydrofuran was added 10 drops of dibromoethane as an initiator. After the reaction began another 100 ml of tetrahydrofuran was added followed by the dropwise addition of a solution of 49.85 g of vinyl bromide in 250 ml of tetrahydrofuran at a rate to maintain reflux. After all of the magnesium had reacted, the solution was cooled to 0° C. and a solution of 44.2 g of (hexadecyloxy) acetaldehyde, prepared by the procedure of Example 3, ...